Dataset: the Open Reaction Database (ORD), a public repository of structured organic reaction records. Task: describe an organic reaction: reactants, conditions, products, and yield The reactants are O=C(c1ncc[nH]1)c1ncc[nH]1, COc1ccc(N(C)CCN(C)CCCNCCc2cc(OC)c(OC)cc2N)cc1OC. Yields the product COc1ccc(N(C)CCN(C)CCCN2CCc3cc(OC)c(OC)cc3NC2=O)cc1OC. Reaction SMILES: [C:34](=[O:35])([c:36]1[nH:37][cH:38][cH:39][n:40]1)[c:41]1[nH:42][cH:43][cH:44][n:45]1.[NH2:1][c:2]1[c:3]([CH2:12][CH2:13][NH:14][CH2:15][CH2:16][CH2:17][N:18]([CH2:19][CH2:20][N:21]([CH3:22])[c:23]2[cH:24][c:25]([O:31][CH3:32])[c:26]([O:29][CH3:30])[cH:27][cH:28]2)[CH3:33])[cH:4][c:5]([O:10][CH3:11])[c:6]([O:8][CH3:9])[cH:7]1>>[NH:1]1[c:2]2[c:3]([cH:4][c:5]([O:10][CH3:11])[c:6]([O:8][CH3:9])[cH:7]2)[CH2:12][CH2:13][N:14]([CH2:15][CH2:16][CH2:17][N:18]([CH2:19][CH2:20][N:21]([CH3:22])[c:23]2[cH:24][c:25]([O:31][CH3:32])[c:26]([O:29][CH3:30])[cH:27][cH:28]2)[CH3:33])[C:34]1=[O:35]. Reactants: C=CCCCCCNNC(=O)OC(C)(C)C, C=CC1CC1(NC(=O)C1CC(Oc2cc(-c3ccccc3)nc3cc(OC)ccc23)CN1)C(=O)OCC, O=C(Cl)Cl, [Na+], C1CCOC1, O=C([O-])O. Product: C=CCCCCCN(NC(=O)OC(C)(C)C)C(=O)N1CC(Oc2cc(-c3ccccc3)nc3cc(OC)ccc23)CC1C(=O)NC1(C(=O)OCC)CC1C=C. As a reaction SMILES: [C:47]([CH3:48])([CH3:49])([CH3:50])[O:51][C:52](=[O:53])[NH:54][NH:55][CH2:56][CH2:57][CH2:58][CH2:59][CH2:60][CH:61]=[CH2:62].[CH2:1]([CH3:2])[O:3][C:4](=[O:5])[C:6]1([NH:11][C:12](=[O:13])[CH:14]2[NH:15][CH2:16][CH:17]([O:19][c:20]3[cH:21][c:22](-[c:32]4[cH:33][cH:34][cH:35][cH:36][cH:37]4)[n:23][c:24]4[cH:25][c:26]([O:30][CH3:31])[cH:27][cH:28][c:29]34)[CH2:18]2)[CH:7]([CH:9]=[CH2:10])[CH2:8]1.[Cl:43][C:44](=[O:45])[Cl:46].[Na+:38].[O:63]1[CH2:64][CH2:65][CH2:66][CH2:67]1.[OH:39][C:40](=[O:41])[O-:42]>>[CH2:1]([CH3:2])[O:3][C:4](=[O:5])[C:6]1([NH:11][C:12](=[O:13])[CH:14]2[N:15]([C:40](=[O:39])[N:55]([NH:54][C:52]([O:51][C:47]([CH3:48])([CH3:49])[CH3:50])=[O:53])[CH2:56][CH2:57][CH2:58][CH2:59][CH2:60][CH:61]=[CH2:62])[CH2:16][CH:17]([O:19][c:20]3[cH:21][c:22](-[c:32]4[cH:33][cH:34][cH:35][cH:36][cH:37]4)[n:23][c:24]4[cH:25][c:26]([O:30][CH3:31])[cH:27][cH:28][c:29]34)[CH2:18]2)[CH:7]([CH:9]=[CH2:10])[CH2:8]1. Reactants: O(C1=CC=CC=C1)CC(=O)O (phenoxy-acetic acid), NC=1C=C(C(=O)N)C=CC1 (3-amino benzamide), C=1C=CC2=C(C1)N=NN2O (HOBt), CCN(C(C)C)C(C)C (DIPEA), C(CCl)Cl (EDC). The solvent is CN(C)C=O (DMF), CO (MeOH). The product is O(C1=CC=CC=C1)CC(=O)NC=1C=C(C(=O)N)C=CC1 (3-(2-phenoxy-acetyl-amino)-benzamide). Isolated yield 83.1%. As a reaction SMILES: [O:1]([CH2:8][C:9]([OH:11])=O)[C:2]1[CH:7]=[CH:6][CH:5]=[CH:4][CH:3]=1.[NH2:12][C:13]1[CH:14]=[C:15]([CH:19]=[CH:20][CH:21]=1)[C:16]([NH2:18])=[O:17].C1C=CC2N(O)N=NC=2C=1.CCN(C(C)C)C(C)C.C(Cl)CCl>CN(C=O)C.CO>[O:1]([CH2:8][C:9]([NH:12][C:13]1[CH:14]=[C:15]([CH:19]=[CH:20][CH:21]=1)[C:16]([NH2:18])=[O:17])=[O:11])[C:2]1[CH:3]=[CH:4][CH:5]=[CH:6][CH:7]=1. Procedure details: To a solution of phenoxy-acetic acid (100 mg, 0.65 mmol), 3-amino benzamide (178.9 mg, 1.31 mmol), HOBt (177.7 mg, 1.31 mmol) and DIPEA (170 mg, 1.31 mmol) in DMF (6 ml) was added EDC (252 mg, 1.31 mmol) at room temperature and the resulting mixture was stirred until reaction completion as indicated by TLC. Reaction mixture was poured onto ice cold water, diluted with a mixture of MeOH: MC (10%), separated organic layer and sequentially washed with aqueous sodium bicarbonate, brine and water, an... Reactants: Cl (HCl), N1(CCOCC1)C(=O)[C@H]1N(CC2=CC=CC=C2C1)C(=O)OCC1=CC=CC=C1 (Benzyl (3S)-3-(4-morpholinylcarbonyl)-3,4-dihydro-2(1H)-isoquinolinecarboxylate), C(=O)(O)[O-].[Na+] (NaHCO3). The solvent is O1CCCC1 (tetrahydrofuran). Run at temperature 80 celsius, time 8 hour. Yields the product N1(CCOCC1)C[C@H]1N(CC2=CC=CC=C2C1)C(=O)OCC1=CC=CC=C1 (Benzyl (3S)-3-(4-morpholinylmethyl)-3,4-dihydro-2(1H)-isoquinolinecarboxylate). Reaction SMILES: [N:1]1([C:7]([C@@H:9]2[CH2:18][C:17]3[C:12](=[CH:13][CH:14]=[CH:15][CH:16]=3)[CH2:11][N:10]2[C:19]([O:21][CH2:22][C:23]2[CH:28]=[CH:27][CH:26]=[CH:25][CH:24]=2)=[O:20])=O)[CH2:6][CH2:5][O:4][CH2:3][CH2:2]1.Cl.C([O-])(O)=O.[Na+]>O1CCCC1>[N:1]1([CH2:7][C@@H:9]2[CH2:18][C:17]3[C:12](=[CH:13][CH:14]=[CH:15][CH:16]=3)[CH2:11][N:10]2[C:19]([O:21][CH2:22][C:23]2[CH:28]=[CH:27][CH:26]=[CH:25][CH:24]=2)=[O:20])[CH2:6][CH2:5][O:4][CH2:3][CH2:2]1 |f:2.3|. Procedure details: To a solution of 5.3 g of the product obtained in Step A (13.9 mmol) in 278 mL of tetrahydrofuran there are added 14 mL of borane-dimethylsulphide complex (BH3Me2S) (27.8 mmol) at ambient temperature. The batch is heated for 4 hours at 80° C. It is allowed to return to ambient temperature and there are then added 7 mL (14 mmol) of BH3Me2S. The reaction mixture is again heated at 80° C. for 2 hours. The tetrahydrofuran is then evaporated off and then there is slowly added methanol and then 5.6 mL... The reactants are C(=O)C1=CC(=NC(=C1)OC)NC(OC(C)(C)C)=O (tert-Butyl 4-formyl-6-methoxypyridin-2-ylcarbamate), C(C)(=O)N1CCNCC1 (1-acetylpiperazine), [BH-](OC(=O)C)(OC(=O)C)OC(=O)C.[Na+] (NaBH(OAc)3). Solvent: CC(=O)O (HOAc), C(Cl)Cl (CH2Cl2). Product: C(C)(=O)N1CCN(CC1)CC1=CC(=NC(=C1)OC)NC(OC(C)(C)C)=O (tert-Butyl 4-[(4-acetylpiperazin-1-yl)methyl]-6-methoxypyridin-2-ylcarbamate). As a reaction SMILES: [CH:1]([C:3]1[CH:8]=[C:7]([O:9][CH3:10])[N:6]=[C:5]([NH:11][C:12](=[O:18])[O:13][C:14]([CH3:17])([CH3:16])[CH3:15])[CH:4]=1)=O.[C:19]([N:22]1[CH2:27][CH2:26][NH:25][CH2:24][CH2:23]1)(=[O:21])[CH3:20].[BH-](OC(C)=O)(OC(C)=O)OC(C)=O.[Na+]>CC(O)=O.C(Cl)Cl>[C:19]([N:22]1[CH2:27][CH2:26][N:25]([CH2:1][C:3]2[CH:8]=[C:7]([O:9][CH3:10])[N:6]=[C:5]([NH:11][C:12](=[O:18])[O:13][C:14]([CH3:17])([CH3:16])[CH3:15])[CH:4]=2)[CH2:24][CH2:23]1)(=[O:21])[CH3:20] |f:2.3|. Procedure details: To a solution of tert-butyl 4-formyl-6-methoxypyridin-2-ylcarbamate (15-3, 292 mg, 1.16 mmole) and 1-acetylpiperazine (178 mg, 1.39 mmole) in 2% glacial HOAc in CH2Cl2 (5 mL) was added NaBH(OAc)3 (270 mg, 1.27 mmole) at RT. After 1.5 hr the mixture was quenched with saturated NaHCO3 and extracted with CH2Cl2 (3×). The combined organic layers were dried (MgSO4), filtered, and concentrated. Flash column chromatography (gradient, 0-5% EtOH/EtOAc) gave the titled compound as a white foam. 1H-NMR (50...